This data is from the Open Reaction Database (ORD), a public repository of structured organic reaction records. The task is: describe an organic reaction: reactants, conditions, products, and yield The reactants are NC1=NC=C(C=C1N)Br (2,3-Diamino-5-bromopyridine), CCOC(=O)C1CCCCC1=O (2-cyclohexanonecarboxylic acid ethyl ester), C=1(C(=CC=CC1)C)C (xylene). Product: BrC=1C=C2C(=NC1)N(C(N2)=O)C2=CCCCC2 (6-Bromo-3-cyclohex-1-en-1-yl-1,3-dihydro-2H-imidazo[4,5-b]pyridin-2-one). As a reaction SMILES: [NH2:1][C:2]1[C:7]([NH2:8])=[CH:6][C:5]([Br:9])=[CH:4][N:3]=1.C[CH2:11][O:12]C(C1C(=O)CCCC1)=O.[C:22]1(C)[C:23](C)=[CH:24][CH:25]=[CH:26][CH:27]=1>>[Br:9][C:5]1[CH:6]=[C:7]2[NH:8][C:11](=[O:12])[N:1]([C:27]3[CH2:26][CH2:25][CH2:24][CH2:23][CH:22]=3)[C:2]2=[N:3][CH:4]=1. Procedure details: 2,3-Diamino-5-bromopyridine (50 g) and 2-cyclohexanonecarboxylic acid ethyl ester (63.5 ml) were heated under reflux in xylene (2000 ml) for 64 hours. The reaction solution was cooled to room temperature and the precipitated crystals were collected by filtration. The resulting crude crystals were recrystallized from toluene to give the title compound (30 g). Reactants: [OH-].[Na+] (NaOH), product, CC(C)([O-])C.[K+] (potassium t-butoxide), C(CC)(=O)C=1C(CC(CC1O)C1=CC=C(C=C1)O)=O (2-propionyl-3-hydroxy-5-(4-hydroxyphenyl)cyclohex-2-en-1-one), CS(=O)(=O)C1=NC=C(C=C1)S(=O)(=O)C (2,5-bis(methylsulfonyl)pyridine). The solvent is CS(=O)C (dimethyl sulfoxide). Run at time 10 minute. Yields the product C(CC)(=O)C=1C(CC(CC1O)C1=CC=C(C=C1)OC1=NC=C(C=C1)S(=O)(=O)C)=O (2-Propionyl-3-hydroxy-5-(4-(5-methylsulfonyl-2-pyridyloxy)phenyl)cyclohex-2-en-1-one). RXN SMILES: CC(C)([O-])C.[K+].[C:7]([C:11]1[C:12](=[O:25])[CH2:13][CH:14]([C:18]2[CH:23]=[CH:22][C:21]([OH:24])=[CH:20][CH:19]=2)[CH2:15][C:16]=1[OH:17])(=[O:10])[CH2:8][CH3:9].CS([C:30]1[CH:35]=[CH:34][C:33]([S:36]([CH3:39])(=[O:38])=[O:37])=[CH:32][N:31]=1)(=O)=O.[OH-].[Na+]>CS(C)=O>[C:7]([C:11]1[C:12](=[O:25])[CH2:13][CH:14]([C:18]2[CH:19]=[CH:20][C:21]([O:24][C:30]3[CH:35]=[CH:34][C:33]([S:36]([CH3:39])(=[O:38])=[O:37])=[CH:32][N:31]=3)=[CH:22][CH:23]=2)[CH2:15][C:16]=1[OH:17])(=[O:10])[CH2:8][CH3:9] |f:0.1,4.5|. Procedure details: A solution of 3.3 g (0.029 mol) of potassium t-butoxide in 40 mL of dimethyl sulfoxide was treated with 3.5 g (0.013 mol) of 2-propionyl-3-hydroxy-5-(4-hydroxyphenyl)cyclohex-2-en-1-one at room temperature. The mixture was stirred for 10 minutes and 4.1 g (0.017 mol) of 2,5-bis(methylsulfonyl)pyridine was added. The resulting mixture was stirred for 1 hour, becoming dark and homogeneous. The mixture was poured into 200 mL of cold, dilute (0.1N) NaOH and washed with 50 mL of diethyl ether. The aq... Reactants: CCOCC (ether), OC1=C(C=CC=C1)C1=NC2=CC(=CC=C2C(=N1)N1C[C@@H](CC1)NC(OCC(C)(C)C)=O)C ((R)-neopentyl 1-(2-(2-hydroxyphenyl)-7-methylquinazolin-4-yl)pyrrolidin-3-ylcarbamate), solution, Cl (HCl), CCOCC (ether). Solvent: C(Cl)Cl (CH2Cl2). Run at time 30 minute. Product: Cl.OC1=C(C=CC=C1)C1=NC2=CC(=CC=C2C(=N1)N1C[C@@H](CC1)NC(OCC(C)(C)C)=O)C ((R)-neopentyl 1-(2-(2-hydroxyphenyl)-7-methylquinazolin-4-yl)pyrrolidin-3-ylcarbamate hydrochloride). Isolated yield 87.0%. As a reaction SMILES: [OH:1][C:2]1[CH:7]=[CH:6][CH:5]=[CH:4][C:3]=1[C:8]1[N:17]=[C:16]([N:18]2[CH2:22][CH2:21][C@@H:20]([NH:23][C:24](=[O:31])[O:25][CH2:26][C:27]([CH3:30])([CH3:29])[CH3:28])[CH2:19]2)[C:15]2[C:10](=[CH:11][C:12]([CH3:32])=[CH:13][CH:14]=2)[N:9]=1.[ClH:33].CCOCC>C(Cl)Cl>[ClH:33].[OH:1][C:2]1[CH:7]=[CH:6][CH:5]=[CH:4][C:3]=1[C:8]1[N:17]=[C:16]([N:18]2[CH2:22][CH2:21][C@@H:20]([NH:23][C:24](=[O:31])[O:25][CH2:26][C:27]([CH3:28])([CH3:29])[CH3:30])[CH2:19]2)[C:15]2[C:10](=[CH:11][C:12]([CH3:32])=[CH:13][CH:14]=2)[N:9]=1 |f:4.5|. Procedure: To a solution of (R)-neopentyl 1-(2-(2-hydroxyphenyl)-7-methylquinazolin-4-yl)pyrrolidin-3-ylcarbamate (343 mg, 0.79 mmol) in CH2Cl2 (3 mL) was added a 2.0 M solution of HCl in ether (0.395 mL, 0.79 mmol). After the addition of ether (12 mL), a precipitate formed, and the mixture was stirred for 30 minutes. The solid was filtered and dried under vacuum to give (R)-neopentyl 1-(2-(2-hydroxyphenyl)-7-methylquinazolin-4-yl)pyrrolidin-3-ylcarbamate hydrochloride (HCl salt of compound 9) (325 mg, 87%... The reactants are N([C@@H](CC1=CC=C(C=C1)O)C(=O)N[C@H](C)C(=O)NCC(=O)N[C@@H](CC1=CC=CC=C1)C(=O)N[C@@H](CCSC)C(=O)O)C(=O)OC(C)(C)C.NC(CO)CO (Boc-Tyr-(D)-Ala-Gly-Phe-Met serinol), C(=O)(C(F)(F)F)O.C(Cl)Cl (CF3COOH CH2Cl2). Reaction conditions: time 30 minute. Yields the product N[C@@H](CC1=CC=C(C=C1)O)C(=O)N[C@H](C)C(=O)NCC(=O)N[C@@H](CC1=CC=CC=C1)C(=O)N[C@@H](CCSC)C(=O)O.FC(C(=O)OC[C@H](N)CO)(F)F (H-Tyr-(D)-Ala-Gly-Phe-Met serinol (trifluoroacetate)). Reaction SMILES: [NH:1](C(OC(C)(C)C)=O)[C@H:2]([C:11]([NH:13][C@@H:14]([C:16]([NH:18][CH2:19][C:20]([NH:22][C@H:23]([C:31]([NH:33][C@H:34]([C:39]([OH:41])=[O:40])[CH2:35][CH2:36][S:37][CH3:38])=[O:32])[CH2:24][C:25]1[CH:30]=[CH:29][CH:28]=[CH:27][CH:26]=1)=[O:21])=[O:17])[CH3:15])=[O:12])[CH2:3][C:4]1[CH:9]=[CH:8][C:7]([OH:10])=[CH:6][CH:5]=1.[NH2:49][CH:50]([CH2:53][OH:54])[CH2:51][OH:52].[C:55](O)([C:57]([F:60])([F:59])[F:58])=[O:56].C(Cl)Cl>>[NH2:1][C@H:2]([C:11]([NH:13][C@@H:14]([C:16]([NH:18][CH2:19][C:20]([NH:22][C@H:23]([C:31]([NH:33][C@H:34]([C:39]([OH:41])=[O:40])[CH2:35][CH2:36][S:37][CH3:38])=[O:32])[CH2:24][C:25]1[CH:30]=[CH:29][CH:28]=[CH:27][CH:26]=1)=[O:21])=[O:17])[CH3:15])=[O:12])[CH2:3][C:4]1[CH:5]=[CH:6][C:7]([OH:10])=[CH:8][CH:9]=1.[F:58][C:57]([F:60])([F:59])[C:55]([O:52][CH2:51][C@@H:50]([CH2:53][OH:54])[NH2:49])=[O:56] |f:0.1,2.3,4.5|. Reported procedure: 2 g of Boc-Tyr-(D)-Ala-Gly-Phe-Met-serinol are dissolved at room temperature in 10 ml of CF3COOH/CH2Cl2 (1:1 v/v). After 30 minutes, the mixture is concentrated under vacuum and the residue triturated with ether. The solid product is recrystallized from methanol/ether to yield the title compound. M.P. 200° (decomp.). [α]D20 =+2.1° (C=1.0 in DMF). Solvent: CN(C=O)C (dimethylformamide). Reaction SMILES: [OH:1][C:2]1[CH:11]=[CH:10][C:9]([C:12]([CH3:19])([CH3:18])[CH2:13][C:14]([CH3:17])([CH3:16])[CH3:15])=[CH:8][C:3]=1[C:4]([O:6][CH3:7])=[O:5].Cl[C:21]1[CH:26]=[CH:25][C:24]([C:27]([F:30])([F:29])[F:28])=[CH:23][C:22]=1[N+:31]([O-:33])=[O:32].C(=O)([O-])[O-].[K+].[K+]>CN(C)C=O>[N+:31]([C:22]1[CH:23]=[C:24]([C:27]([F:28])([F:29])[F:30])[CH:25]=[CH:26][C:21]=1[O:1][C:2]1[CH:11]=[CH:10][C:9]([C:12]([CH3:19])([CH3:18])[CH2:13][C:14]([CH3:17])([CH3:16])[CH3:15])=[CH:8][C:3]=1[C:4]([O:6][CH3:7])=[O:5])([O-:33])=[O:32] |f:2.3.4|. Reactants: OC1=C(C(=O)OC)C=C(C=C1)C(CC(C)(C)C)(C)C (Methyl 2-hydroxy-5-(1,1,3,3-tetramethylbutyl)benzoate), ClC1=C(C=C(C=C1)C(F)(F)F)[N+](=O)[O-] (4-chloro-3-nitrobenzotrifluoride), C([O-])([O-])=O.[K+].[K+] (potassium carbonate). Reported procedure: Methyl 2-hydroxy-5-(1,1,3,3-tetramethylbutyl)benzoate (520 mg, 0.002 mol), 4-chloro-3-nitrobenzotrifluoride (442 μL, 0.003 mol) and potassium carbonate were mixed in dimethylformamide (20 mL) at 150° C., under argon, for 16 h. The mixture was filtered, the solvent was evaporated and the residue flash chromatographed (silica gel, ethyl acetate/hexane) to yield the title compound. 1H NMR (250 MHz, (CD3)2SO) δ8.38 (d, 1H), 7.98 (d, 1H), 7.89 (dd, 1H), 7.78 (dd, 1H), 7.28 (d, 1H), 6.87 (d, 1H) 3.65 ... Yields the product [N+](=O)([O-])C1=C(OC2=C(C(=O)OC)C=C(C=C2)C(CC(C)(C)C)(C)C)C=CC(=C1)C(F)(F)F (Methyl 2-(2-nitro-4-trifluoromethylphenoxy)-5-(1,1,3,3-tetramethylbutyl)benzoate). Reactants: Cc1ccc(S(=O)(=O)OCC2COc3c(Cl)cc(S(C)(=O)=O)cc3O2)cc1, CCCN. Yields the product CCCNCC1COc2c(Cl)cc(S(C)(=O)=O)cc2O1. RXN SMILES: [CH3:1][c:2]1[cH:3][cH:4][c:5]([S:6]([O:7][CH2:12][CH:13]2[CH2:14][O:15][c:16]3[c:17]([cH:19][c:20]([S:24](=[O:25])(=[O:26])[CH3:27])[cH:21][c:22]3[Cl:23])[O:18]2)(=[O:8])=[O:9])[cH:10][cH:11]1.[CH3:28][CH2:29][CH2:30][NH2:31]>>[CH2:12]([CH:13]1[CH2:14][O:15][c:16]2[c:17]([cH:19][c:20]([S:24](=[O:25])(=[O:26])[CH3:27])[cH:21][c:22]2[Cl:23])[O:18]1)[NH:31][CH2:30][CH2:29][CH3:28]. The reactants are CN(C)CC1=C(N=C2N1C=CC=C2)C2=C1C=CC(NC1=C(C=C2)OC)=O (5-(3-dimethylaminomethylimidazo[1,2-a]pyridine-2-yl)-8-methoxycarbostyril), CI (methyl iodide). Solvent: C(C)#N (acetonitrile). Reaction conditions: temperature 40 celsius, time 1 hour. Product: O.O.O.[I-].C[N+](C)(C)CC1=C(N=C2N1C=CC=C2)C2=C1C=CC(NC1=C(C=C2)OC)=O (5-(3-trimethylammoniomethylimidazo[1,2-a]pyridine-2-yl)-8-methoxycarbostyril iodide trihydrate). Reaction SMILES: [CH3:1][N:2]([CH2:4][C:5]1[N:9]2[CH:10]=[CH:11][CH:12]=[CH:13][C:8]2=[N:7][C:6]=1[C:14]1[CH:23]=[CH:22][C:21]([O:24][CH3:25])=[C:20]2[C:15]=1[CH:16]=[CH:17][C:18](=[O:26])[NH:19]2)[CH3:3].[CH3:27][I:28]>C(#N)C>[OH2:24].[OH2:24].[OH2:24].[I-:28].[CH3:3][N+:2]([CH2:4][C:5]1[N:9]2[CH:10]=[CH:11][CH:12]=[CH:13][C:8]2=[N:7][C:6]=1[C:14]1[CH:23]=[CH:22][C:21]([O:24][CH3:25])=[C:20]2[C:15]=1[CH:16]=[CH:17][C:18](=[O:26])[NH:19]2)([CH3:27])[CH3:1] |f:3.4.5.6.7|. Reported procedure: To a suspension of 5-(3-dimethylaminomethylimidazo[1,2-a]pyridine-2-yl)-8-methoxycarbostyril (1.5 g) in acetonitrile (20 ml) was added methyl iodide (1.5 ml) and the mixture was stirred at 40° C. for 1 hour. Crystals thus formed were collected by filtration and recrystallized from water to give 1.7 g of 5-(3-trimethylammoniomethylimidazo[1,2-a]pyridine-2-yl)-8-methoxycarbostyril iodide trihydrate.